From a dataset of the Open Reaction Database (ORD), a public repository of structured organic reaction records. describe an organic reaction: reactants, conditions, products, and yield The reactants are C(=O)C1=C(N=C(S1)NC(=N)N)C (5-formyl-2-guanidino-4-methylthiazole), NC1=NC=CC(=C1)C (2-amino-4-picoline), ClCCl (dichloromethane), C(C)(=O)O[BH-](OC(C)=O)OC(C)=O.[Na+] (sodium triacetoxyborohydride). Run in CN(C=O)C (N,N-dimethylformamide). Reaction conditions: time 140 hour. Yields the product Cl.Cl.CC1=CC(=NC=C1)NCC1=C(N=C(S1)NC(=N)N)C (N-(5-(4-methylpyridin-2-ylaminomethyl)-4-methylthiazol-2-yl)-guanidine dihydrochloride). As a reaction SMILES: [CH:1]([C:3]1[S:7][C:6]([NH:8][C:9]([NH2:11])=[NH:10])=[N:5][C:4]=1[CH3:12])=O.[NH2:13][C:14]1[CH:19]=[C:18]([CH3:20])[CH:17]=[CH:16][N:15]=1.C(O[BH-](OC(=O)C)OC(=O)C)(=O)C.[Na+].[Cl:35]CCl>CN(C)C=O>[ClH:35].[ClH:35].[CH3:20][C:18]1[CH:17]=[CH:16][N:15]=[C:14]([NH:13][CH2:1][C:3]2[S:7][C:6]([NH:8][C:9]([NH2:11])=[NH:10])=[N:5][C:4]=2[CH3:12])[CH:19]=1 |f:2.3,6.7.8|. Reported procedure: To a suspension of 5-formyl-2-guanidino-4-methylthiazole (1.0 g) and 2-amino-4-picoline (587 mg) in N,N-dimethylformamide (10 ml) and dichloromethane (60 ml) was added sodium triacetoxyborohydride (1.82 g), and the mixture was stirred for 140 hours. The mixture was evaporated under reduced pressure, and to the residue was added hydrochloric acid (1N, 12 ml). The pH was adjusted to 12 with 4N aqueous sodium hydroxide. The mixture was extracted with ethyl acetate twice. The combined organic layer ... The reactants are C(C)C=1C=CC=C2C(=CNC12)CCO (2-(7-ethyl-1H-indol-3-yl)-ethanol), ketone, N1C=C(C2=CC=CC=C12)CCO (3-indolethanol), C(C(C)C)(=O)CC(=O)OCC (ethyl iso-butyrylacetate). The product is C(C)OC(CC1(OCCC2=C1NC1=C(C=CC=C21)CC)C(C)C)=O ((8-Ethyl-1-isopropyl-1,3,4,9-tetrahydro-pyrano[3,4-b]indol-1-yl)-acetic acid ethyl ester). As a reaction SMILES: [CH2:1]([C:3]1[CH:4]=[CH:5][CH:6]=[C:7]2[C:11]=1[NH:10][CH:9]=[C:8]2[CH2:12][CH2:13][OH:14])[CH3:2].N1C2C(=CC=CC=2)C(CCO)=C1.[C:27]([CH2:32][C:33]([O:35][CH2:36][CH3:37])=[O:34])(=O)[CH:28]([CH3:30])[CH3:29]>>[CH2:36]([O:35][C:33](=[O:34])[CH2:32][C:27]1([CH:28]([CH3:30])[CH3:29])[C:9]2[NH:10][C:11]3[C:7]([C:8]=2[CH2:12][CH2:13][O:14]1)=[CH:6][CH:5]=[CH:4][C:3]=3[CH2:1][CH3:2])[CH3:37]. Procedure: Following the procedure of example 22.A. except using 2-(7-ethyl-1H-indol-3-yl)-ethanol as the 3-indolethanol component and ethyl iso-butyrylacetate as ketone component afforded the title compound as a solid. 1H NMR (500 MHz, CDCl3) δ 9.12 (br, 1H), 7.36 (d, 1H), 7.07 (m, 2H), 4.13 (m, 3H), 3.81 (m, 1H), 3.04 (q, 2H), 2.87 (m, 3H), 2.66 (m, 1H), 2.56 (m, 1H), 1.37 (t, 3H), 1.25 (t, 3H), 1.05 (d, 3H), 0.69 (d, 3H). Reactants: BrC1=CC2=CN(N=C2C(=C1)C(C)OCC1(CCN(CC1)C(=O)OC(C)(C)C)C1=CC=C(C=C1)F)COCC[Si](C)(C)C ((±)-tert-Butyl 4-((1-(5-bromo-2-((2-(trimethylsilyl)ethoxy)methyl)-2H-indazol-7-yl)ethoxy)methyl)-4-(4-fluorophenyl)piperidine-1-carboxylate), CC(C)([O-])C.[Na+] (sodium tert-butoxide), C(C(C)C)N1P2N(CCN(CC1)CCN2CC(C)C)CC(C)C (2,8,9-triisobutyl-2,5,8,9-tetraaza-1-phosphabicyclo[3.3.3]undecane), N1CCOCC1 (morpholine). Reagents/catalysts: C(C)(=O)[O-].[Pd+2].C(C)(=O)[O-] (palladium(II)acetate). Solvent: C1(=CC=CC=C1)C (toluene). Run at temperature 100 celsius. The product is FC1=CC=C(C=C1)C1(CCN(CC1)C(=O)OC(C)(C)C)COC(C)C1=CC(=CC2=CN(N=C12)COCC[Si](C)(C)C)N1CCOCC1 ((±)-tert-Butyl 4-(4-fluorophenyl)-4-((1-(5-morpholino-2-((2-(trimethylsilyl)ethoxy)methyl)-2H-indazol-7-yl)ethoxy)methyl)piperidine-1-carboxylate). Reaction SMILES: Br[C:2]1[CH:10]=[C:9]([CH:11]([O:13][CH2:14][C:15]2([C:28]3[CH:33]=[CH:32][C:31]([F:34])=[CH:30][CH:29]=3)[CH2:20][CH2:19][N:18]([C:21]([O:23][C:24]([CH3:27])([CH3:26])[CH3:25])=[O:22])[CH2:17][CH2:16]2)[CH3:12])[C:8]2[C:4](=[CH:5][N:6]([CH2:35][O:36][CH2:37][CH2:38][Si:39]([CH3:42])([CH3:41])[CH3:40])[N:7]=2)[CH:3]=1.CC(C)([O-])C.[Na+].C(N1CCN2CCN(CC(C)C)P1N(CC(C)C)CC2)C(C)C.[NH:72]1[CH2:77][CH2:76][O:75][CH2:74][CH2:73]1>C1(C)C=CC=CC=1.C([O-])(=O)C.[Pd+2].C([O-])(=O)C>[F:34][C:31]1[CH:32]=[CH:33][C:28]([C:15]2([CH2:14][O:13][CH:11]([C:9]3[C:8]4[C:4](=[CH:5][N:6]([CH2:35][O:36][CH2:37][CH2:38][Si:39]([CH3:42])([CH3:41])[CH3:40])[N:7]=4)[CH:3]=[C:2]([N:72]4[CH2:77][CH2:76][O:75][CH2:74][CH2:73]4)[CH:10]=3)[CH3:12])[CH2:20][CH2:19][N:18]([C:21]([O:23][C:24]([CH3:27])([CH3:26])[CH3:25])=[O:22])[CH2:17][CH2:16]2)=[CH:29][CH:30]=1 |f:1.2,6.7.8|. Procedure details: (±)-tert-Butyl 4-((1-(5-bromo-2-((2-(trimethylsilyl)ethoxy)methyl)-2H-indazol-7-yl)ethoxy)methyl)-4-(4-fluorophenyl)piperidine-1-carboxylate (75 mg, 0.113 mmol), sodium tert-butoxide (16.3 mg, 0.17 mmol), and palladium(II)acetate (1.02 mg, 4.53 μmol) were combined in toluene (2 mL) and treated with 2,8,9-triisobutyl-2,5,8,9-tetraaza-1-phosphabicyclo[3.3.3]undecane (3.1 mg, 9.05 μmol) and morpholine (0.012 mL, 0.136 mmol) in a microwave tube and sealed. After flushing the mixture with nitrogen, t... Starting materials: NCC1=CC=C(C=C1)P(C1=CC=CC=C1)C1=CC=CC=C1 ((4-aminomethylphenyl)diphenylphosphine), C1([C@H](O)[C@@H](O)[C@H](O)[C@@H](CO)O1)=O (D-glucono-1,5-lactone). Product: C1(=CC=CC=C1)P(C1=CC=C(C=C1)CNC(=O)[C@H](O)[C@@H](O)[C@H](O)[C@H](O)CO)C1=CC=CC=C1 (N-(4-diphenylphosphinophenyl)methyl gluconamide). Reaction SMILES: [NH2:1][CH2:2][C:3]1[CH:8]=[CH:7][C:6]([P:9]([C:16]2[CH:21]=[CH:20][CH:19]=[CH:18][CH:17]=2)[C:10]2[CH:15]=[CH:14][CH:13]=[CH:12][CH:11]=2)=[CH:5][CH:4]=1.[C:22]1(=[O:33])[O:32][C@H:29]([CH2:30][OH:31])[C@@H:27]([OH:28])[C@H:25]([OH:26])[C@H:23]1[OH:24]>>[C:10]1([P:9]([C:16]2[CH:21]=[CH:20][CH:19]=[CH:18][CH:17]=2)[C:6]2[CH:5]=[CH:4][C:3]([CH2:2][NH:1][C:30]([C@@H:29]([C@H:27]([C@@H:25]([C@@H:23]([CH2:22][OH:33])[OH:24])[OH:26])[OH:28])[OH:32])=[O:31])=[CH:8][CH:7]=2)[CH:15]=[CH:14][CH:13]=[CH:12][CH:11]=1. Procedure details: In a flask were placed (4-aminomethylphenyl)diphenylphosphine (2.89 g, 9.9 mmol), D-glucono-1,5-lactone (1.78 g, 10 mmol) and drybenzene (60 ml), and the mixture was heated at 80° C. for two hours with stirring, during which precipitate was formed. After cooling to room temperature, the precipitate was collected by vacuum filtration. The collected solid was washed with 10 mL of benzene five times. The product was dried at room temperature in vacuo. Yield: 4.46 g (96%). The reactants are [Br-], CCOC(=O)Cl, ClCCl, Nc1ccc(C(=O)C[N+]23CCC(CC2)C(OC(=O)C(Nc2ccccc2)c2ccccc2)C3)cc1. Yields the product [Br-], CCOC(=O)Nc1ccc(C(=O)C[N+]23CCC(CC2)C(OC(=O)C(Nc2ccccc2)c2ccccc2)C3)cc1. Reaction SMILES: [Br-:7].[C:1]([O:2][CH2:3][CH3:4])(=[O:5])[Cl:6].[Cl:43][CH2:44][Cl:45].[NH2:8][c:9]1[cH:10][cH:11][c:12]([C:15]([CH2:16][N+:17]23[CH2:18][CH:19]([O:25][C:26]([CH:27]([NH:28][c:29]4[cH:30][cH:31][cH:32][cH:33][cH:34]4)[c:35]4[cH:36][cH:37][cH:38][cH:39][cH:40]4)=[O:41])[CH:20]([CH2:21][CH2:22]2)[CH2:23][CH2:24]3)=[O:42])[cH:13][cH:14]1>>[Br-:7].[C:1]([O:2][CH2:3][CH3:4])(=[O:5])[NH:8][c:9]1[cH:10][cH:11][c:12]([C:15]([CH2:16][N+:17]23[CH2:18][CH:19]([O:25][C:26]([CH:27]([NH:28][c:29]4[cH:30][cH:31][cH:32][cH:33][cH:34]4)[c:35]4[cH:36][cH:37][cH:38][cH:39][cH:40]4)=[O:41])[CH:20]([CH2:21][CH2:22]2)[CH2:23][CH2:24]3)=[O:42])[cH:13][cH:14]1.